The task is: describe an organic reaction: reactants, conditions, products, and yield. This data is from the Open Reaction Database (ORD), a public repository of structured organic reaction records. Reactants: C1(CCC2=CC=CC=C12)=O (indanone), formula 6, C1CC(=O)N(C1=O)Br (NBS), CC(C)(C#N)N=NC(C)(C)C#N (AIBN). Solvent: C(Cl)(Cl)(Cl)Cl (CCl4). Product: BrC=1C(C2=CC=CC=C2C1)=O (2-bromo-1H-indenone), formula 7. Reaction SMILES: [C:1]1(=[O:10])[C:9]2[C:4](=[CH:5][CH:6]=[CH:7][CH:8]=2)[CH2:3][CH2:2]1.C1C(=O)N([Br:18])C(=O)C1.CC(N=NC(C#N)(C)C)(C#N)C>C(Cl)(Cl)(Cl)Cl>[Br:18][C:2]1[C:1](=[O:10])[C:9]2[C:4]([CH:3]=1)=[CH:5][CH:6]=[CH:7][CH:8]=2. Procedure: The indanone compound of formula 6 prepared in Step 3, NBS (2 to 3 eq), and AIBN (1 to 0.2 eq) are dissolved in CCl4. Then, the mixture is allowed to reflux for 30 min to 1 h with stirring and then is further irradiated by a tungsten lamp (375 W) for 1 to 2 h with stirring, to obtain the 2-bromo-1H-indenone of formula 7. In other way, the mixture may be allowed to reflux for 2 to 9 h with stirring while being irradiated by a tungsten lamp (375 W), to obtain the 2-bromo-1H-indenone of formula 7.